Dataset: the Open Reaction Database (ORD), a public repository of structured organic reaction records. Task: describe an organic reaction: reactants, conditions, products, and yield The product is CCSc1cnc(N2CCN(C(=O)OC(C)(C)C)CC2)s1. Reaction SMILES: [C:1]([CH3:2])([CH3:3])([CH3:4])[O:5][C:6](=[O:7])[N:8]1[CH2:9][CH2:10][N:11]([c:14]2[s:15][c:16]([Br:19])[cH:17][n:18]2)[CH2:12][CH2:13]1.[CH2:20]([CH3:21])[S:22][S:23][CH2:24][CH3:25]>>[C:1]([CH3:2])([CH3:3])([CH3:4])[O:5][C:6](=[O:7])[N:8]1[CH2:9][CH2:10][N:11]([c:14]2[s:15][c:16]([S:22][CH2:20][CH3:21])[cH:17][n:18]2)[CH2:12][CH2:13]1. Reactants: CC(C)(C)OC(=O)N1CCN(c2ncc(Br)s2)CC1, CCSSCC. Starting materials: lactone, Cl (hydrogen chloride), COC1=CC2=CC(N(C(=C2C=C1OC)CC1=CC(OC)=C(OC)C=C1)C)=O (6,7-dimethoxy-2-methyl-1-veratryl-3(2H)-isoquinolone), O1CCCC1 (tetrahydrofuran), CN (methylamine). Solvent: CO (methanol). Conditions: time 8 hour. The product is Cl.COC1=CC2=CC(N(C(=C2C=C1OC)CC1=CC(OC)=C(OC)C=C1)C)=O (6,7-DIMETHOXY-2-METHYL-1-VERATRYL-3(2H)-ISOQUINOLONE HYDROCHLORIDE). As a reaction SMILES: O1CCCC1.CN.[ClH:8].[CH3:9][O:10][C:11]1[C:20]([O:21][CH3:22])=[CH:19][C:18]2[C:13](=[CH:14][C:15](=[O:35])[N:16]([CH3:34])[C:17]=2[CH2:23][C:24]2[CH:33]=[CH:32][C:29]([O:30][CH3:31])=[C:26]([O:27][CH3:28])[CH:25]=2)[CH:12]=1>CO>[ClH:8].[CH3:9][O:10][C:11]1[C:20]([O:21][CH3:22])=[CH:19][C:18]2[C:13](=[CH:14][C:15](=[O:35])[N:16]([CH3:34])[C:17]=2[CH2:23][C:24]2[CH:33]=[CH:32][C:29]([O:30][CH3:31])=[C:26]([O:27][CH3:28])[CH:25]=2)[CH:12]=1 |f:5.6|. Procedure details: The lactone (3.6 g., 0.01 mole) is suspended in 100 ml. of dry tetrahydrofuran and gaseous methylamine is passed therein until complete solution is obtained. The mixture is left standing overnight at room temperature and concentrated under reduced pressure to provide a residual oil which is taken up in methanol and acidified with 5N ethanolic hydrogen chloride. The acidified solution is cooled and the precipitated solid is collected and cyrstallized from methanol-ethyl acetate to provide 3.1 g. ...